This data is from the Open Reaction Database (ORD), a public repository of structured organic reaction records. The task is: describe an organic reaction: reactants, conditions, products, and yield The reactants are CC(C)O, ClCCNCc1ccccc1, Cl, CC(=O)Nc1cccc(N)c1. Yields the product Cl, CC(=O)Nc1cccc(NCCNCc2ccccc2)c1. Reaction SMILES: [CH:24]([OH:25])([CH3:26])[CH3:27].[Cl:13][CH2:14][CH2:15][NH:16][CH2:17][c:18]1[cH:19][cH:20][cH:21][cH:22][cH:23]1.[ClH:12].[NH2:1][c:2]1[cH:3][c:4]([NH:8][C:9]([CH3:10])=[O:11])[cH:5][cH:6][cH:7]1>>[ClH:13].[NH:1]([c:2]1[cH:3][c:4]([NH:8][C:9]([CH3:10])=[O:11])[cH:5][cH:6][cH:7]1)[CH2:14][CH2:15][NH:16][CH2:17][c:18]1[cH:19][cH:20][cH:21][cH:22][cH:23]1. Reaction SMILES: [C@@H:1]12[O:9][CH2:8][C@@H:6]([O:7]1)[CH2:5][CH2:4][C@H:2]2[OH:3]>ClCCl>[CH2:8]1[O:9][C@@H:1]2[O:7][C@H:6]1[CH:5]=[CH:4][C:2]2=[O:3]. Procedure: Thereafter, one part by weight of the 2-hydroxy dideoxy derivative (7) is dissolved in 10 to 50 parts by weight, preferably 20 parts by weight, of an organic solvent, preferably dichloromethane, thus forming a solution. 3 to 20 parts by weight of an oxidizing reagent, preferably 5 parts by weight thereof, is added to the solution thus prepared, thereby forming a mixture. This mixture is stirred at room temperature for 1 to 5 hours, thus causing a reaction in the mixture. Then, the oxidizing reag... The product is C1[C@@H]2C=CC(=O)[C@H](O1)O2 (levoglucosenone). Reaction conditions: time 3 hour. The reactants are [C@H]12[C@H](O)CC[C@H](O1)CO2 (1,6-anhydro-3,4-dideoxy-β-D-galactopyranose). Run in ClCCl (dichloromethane).